This data is from the Open Reaction Database (ORD), a public repository of structured organic reaction records. The task is: describe an organic reaction: reactants, conditions, products, and yield Solvent: CN(C=O)C (dimethylformamide). Reaction conditions: temperature 100 celsius, time 35 minute. Yields the product CC=1N=C(C=2N=CN([C@H]3[C@H](OC)[C@H](O)[C@@H](CO)O3)C2N1)NC (2,N6,2'-O-trimethyladenosine). Reaction SMILES: [CH3:1][C:2]1[N:3]=[C:4]([NH2:21])[C:5]2[N:6]=[CH:7][N:8]([C:19]=2[N:20]=1)[C@@H:9]1[O:18][C@H:15]([CH2:16][OH:17])[C@@H:13]([OH:14])[C@H:10]1[O:11][CH3:12].[CH3:22]I>CN(C)C=O>[CH3:1][C:2]1[N:3]=[C:4]([NH:21][CH3:22])[C:5]2[N:6]=[CH:7][N:8]([C:19]=2[N:20]=1)[C@@H:9]1[O:18][C@H:15]([CH2:16][OH:17])[C@@H:13]([OH:14])[C@H:10]1[O:11][CH3:12]. Procedure details: 1 g of 2,2'-O-dimethyladenosine (Compound 5) was dissolved in 5 ml of dimethylformamide, and 2 ml of methyl iodide was added thereto and the solution was stirred for 30 to 40 minutes. After the solvent was distilled off, 5 ml of 0.5N sodium hydroxide was added and the solution was heated for 75 minutes at 100° C. The solution was neutralized and desalted by hydrophobic column chromatography, and then recrystallized from methanol to give 2,N6,2'-O-trimethyladenosine (Compound 21). The reactants are CC=1N=C(C=2N=CN([C@H]3[C@H](OC)[C@H](O)[C@@H](CO)O3)C2N1)N (2,2'-O-dimethyladenosine), CC=1N=C(C=2N=CN([C@H]3[C@H](OC)[C@H](O)[C@@H](CO)O3)C2N1)N (2,2'-O-dimethyladenosine), CI (methyl iodide). Reactants: BrB(Br)Br, COc1ccc(-c2cc(Nc3cc(C)n[nH]3)nc(Sc3ccc(NC(C)=O)cc3)n2)cc1, ClCCl, CC(Cl)Cl. Product: CC(=O)Nc1ccc(Sc2nc(Nc3cc(C)n[nH]3)cc(-c3ccc(O)cc3)n2)cc1. As a reaction SMILES: [B:33]([Br:34])([Br:35])[Br:36].[C:1]([CH3:2])(=[O:3])[NH:4][c:5]1[cH:6][cH:7][c:8]([S:11][c:12]2[n:13][c:14](-[c:25]3[cH:26][cH:27][c:28]([O:31][CH3:32])[cH:29][cH:30]3)[cH:15][c:16]([NH:18][c:19]3[nH:20][n:21][c:22]([CH3:24])[cH:23]3)[n:17]2)[cH:9][cH:10]1.[Cl:37][CH2:38][Cl:39].[Cl:40][CH:41]([Cl:42])[CH3:43]>>[C:1]([CH3:2])(=[O:3])[NH:4][c:5]1[cH:6][cH:7][c:8]([S:11][c:12]2[n:13][c:14](-[c:25]3[cH:26][cH:27][c:28]([OH:31])[cH:29][cH:30]3)[cH:15][c:16]([NH:18][c:19]3[nH:20][n:21][c:22]([CH3:24])[cH:23]3)[n:17]2)[cH:9][cH:10]1.